Dataset: the Open Reaction Database (ORD), a public repository of structured organic reaction records. Task: describe an organic reaction: reactants, conditions, products, and yield Reactants: Cl, O=N[O-], CC(=O)c1ccc(N)c(Cl)c1, [Na+], O. The product is CC(=O)c1ccc([N+](=O)[O-])c(Cl)c1. As a reaction SMILES: [ClH:16].[N:1](=[O:2])[O-:3].[NH2:5][c:6]1[c:7]([Cl:15])[cH:8][c:9]([C:12]([CH3:13])=[O:14])[cH:10][cH:11]1.[Na+:4].[OH2:17]>>[N+:1](=[O:2])([O-:3])[c:6]1[c:7]([Cl:15])[cH:8][c:9]([C:12]([CH3:13])=[O:14])[cH:10][cH:11]1. Starting materials: CC(C)(C)OC(=O)NC(C(=O)N1CCCC1)C(=NO)c1ccncc1, CO, Cl. Product: NC(C(=O)N1CCCC1)C(=NO)c1ccncc1. Reaction SMILES: [C:1]([O:2][C:3](=[O:4])[NH:8][CH:9]([C:10](=[O:11])[N:12]1[CH2:13][CH2:14][CH2:15][CH2:16]1)[C:17]([c:18]1[cH:19][cH:20][n:21][cH:22][cH:23]1)=[N:24][OH:25])([CH3:5])([CH3:6])[CH3:7].[CH3:27][OH:28].[ClH:26]>>[NH2:8][CH:9]([C:10](=[O:11])[N:12]1[CH2:13][CH2:14][CH2:15][CH2:16]1)[C:17]([c:18]1[cH:19][cH:20][n:21][cH:22][cH:23]1)=[N:24][OH:25]. The reactants are OC(COCc1ccccc1)C(CC(SCc1ccccc1)SCc1ccccc1)OCc1ccccc1, CS(=O)(=O)Cl, c1ccncc1. Product: CS(=O)(=O)OC(COCc1ccccc1)C(CC(SCc1ccccc1)SCc1ccccc1)OCc1ccccc1. As a reaction SMILES: [CH2:1]([c:2]1[cH:3][cH:4][cH:5][cH:6][cH:7]1)[S:8][CH:9]([CH2:10][CH:11]([O:12][CH2:13][c:14]1[cH:15][cH:16][cH:17][cH:18][cH:19]1)[CH:20]([OH:21])[CH2:22][O:23][CH2:24][c:25]1[cH:26][cH:27][cH:28][cH:29][cH:30]1)[S:31][CH2:32][c:33]1[cH:34][cH:35][cH:36][cH:37][cH:38]1.[CH3:39][S:40]([Cl:41])(=[O:42])=[O:43].[cH:44]1[cH:45][cH:46][n:47][cH:48][cH:49]1>>[CH2:1]([c:2]1[cH:3][cH:4][cH:5][cH:6][cH:7]1)[S:8][CH:9]([CH2:10][CH:11]([O:12][CH2:13][c:14]1[cH:15][cH:16][cH:17][cH:18][cH:19]1)[CH:20]([O:21][S:40]([CH3:39])(=[O:42])=[O:43])[CH2:22][O:23][CH2:24][c:25]1[cH:26][cH:27][cH:28][cH:29][cH:30]1)[S:31][CH2:32][c:33]1[cH:34][cH:35][cH:36][cH:37][cH:38]1. Starting materials: BrCc1ccccc1, [Li]CCCC, Cc1ccnc2c(O)cccc12, CCCCCC, CC(C)NC(C)C, C1CCOC1, O. Product: Oc1cccc2c(CCc3ccccc3)ccnc12. As a reaction SMILES: [Br:25][CH2:26][c:27]1[cH:28][cH:29][cH:30][cH:31][cH:32]1.[CH2:8]([Li:9])[CH2:10][CH2:11][CH3:12].[CH3:13][c:14]1[cH:15][cH:16][n:17][c:18]2[c:19]([OH:24])[cH:20][cH:21][cH:22][c:23]12.[CH3:38][CH2:39][CH2:40][CH2:41][CH2:42][CH3:43].[CH:1]([NH:2][CH:3]([CH3:4])[CH3:5])([CH3:6])[CH3:7].[O:33]1[CH2:34][CH2:35][CH2:36][CH2:37]1.[OH2:44]>>[CH2:13]([c:14]1[cH:15][cH:16][n:17][c:18]2[c:19]([OH:24])[cH:20][cH:21][cH:22][c:23]12)[CH2:26][c:27]1[cH:28][cH:29][cH:30][cH:31][cH:32]1. The reactants are O (water), [H-].[Na+] (sodium hydride), FC(C(C(F)(F)F)O)(F)F (1,1,1,3,3,3-hexafluoro-2-propanol), ClC1=NC=C(C=C1)[N+](=O)[O-] (2-chloro-5-nitropyridine). Run in C1CCOC1 (THF), C1CCOC1 (THF). Reaction conditions: temperature 5 celsius, time 30 minute. The product is [N+](=O)([O-])C=1C=CC(=NC1)OC(C(F)(F)F)C(F)(F)F (5-nitro-2-(2,2,2-trifluoro-1-trifluoromethylethoxy)pyridine). Yield: 91.8%. Reaction SMILES: [H-].[Na+].[F:3][C:4]([F:12])([F:11])[CH:5]([OH:10])[C:6]([F:9])([F:8])[F:7].Cl[C:14]1[CH:19]=[CH:18][C:17]([N+:20]([O-:22])=[O:21])=[CH:16][N:15]=1.O>C1COCC1>[N+:20]([C:17]1[CH:18]=[CH:19][C:14]([O:10][CH:5]([C:6]([F:9])([F:8])[F:7])[C:4]([F:12])([F:11])[F:3])=[N:15][CH:16]=1)([O-:22])=[O:21] |f:0.1|. Reported procedure: 2.45 g (61.2 mmol) of sodium hydride was introduced to 15 ml of THF and cooled to 5° C., and then 10.6 g of 1,1,1,3,3,3-hexafluoro-2-propanol was added dropwise thereto. The resulting solution was stirred at 5° C. for 30 minutes, and then 5.0 g of 2-chloro-5-nitropyridine dissolved in 10 ml of THF was added dropwise thereto and stirred at room temperature for 3 hours. The reaction solution was allowed to stand at room temperature for 3 days, the water was added thereto, and the mixture was extra... The reactants are Cc1nc(-n2ccc(OCc3ccc(F)cc3)cc2=O)sc1C(=O)O, NCc1ccc(F)cc1. Product: Cc1nc(-n2ccc(OCc3ccc(F)cc3)cc2=O)sc1C(=O)NCc1ccc(F)cc1. RXN SMILES: [F:1][c:2]1[cH:3][cH:4][c:5]([CH2:6][O:7][c:8]2[cH:9][c:10](=[O:23])[n:11](-[c:14]3[s:15][c:16]([C:20](=[O:21])[OH:22])[c:17]([CH3:19])[n:18]3)[cH:12][cH:13]2)[cH:24][cH:25]1.[F:26][c:27]1[cH:28][cH:29][c:30]([CH2:33][NH2:34])[cH:31][cH:32]1>>[F:1][c:2]1[cH:3][cH:4][c:5]([CH2:6][O:7][c:8]2[cH:9][c:10](=[O:23])[n:11](-[c:14]3[s:15][c:16]([C:20](=[O:22])[NH:34][CH2:33][c:30]4[cH:29][cH:28][c:27]([F:26])[cH:32][cH:31]4)[c:17]([CH3:19])[n:18]3)[cH:12][cH:13]2)[cH:24][cH:25]1. The reactants are C(C)OC(C1=CC(=CC(=C1)C(N(CCC)C)=O)C(N(CCC)C)=O)=O (3,5-bis(methyl-propylcarbamoyl)-benzoic acid ethyl ester), [OH-].[Li+] (lithium hydroxide), C1CCOC1 (THF). Run in O (water). Yields the product CN(C(=O)C=1C=C(C(=O)O)C=C(C1)C(N(CCC)C)=O)CCC (3,5-Bis(methyl-propylcarbamoyl)-benzoic acid). Yield: 82.5%. As a reaction SMILES: C([O:3][C:4](=[O:25])[C:5]1[CH:10]=[C:9]([C:11](=[O:17])[N:12]([CH3:16])[CH2:13][CH2:14][CH3:15])[CH:8]=[C:7]([C:18](=[O:24])[N:19]([CH3:23])[CH2:20][CH2:21][CH3:22])[CH:6]=1)C.[OH-].[Li+].C1COCC1>O>[CH3:23][N:19]([CH2:20][CH2:21][CH3:22])[C:18]([C:7]1[CH:6]=[C:5]([CH:10]=[C:9]([C:11](=[O:17])[N:12]([CH3:16])[CH2:13][CH2:14][CH3:15])[CH:8]=1)[C:4]([OH:25])=[O:3])=[O:24] |f:1.2|. Procedure details: Stir a solution of 3,5-bis(methyl-propylcarbamoyl)-benzoic acid ethyl ester (157 mg, 0.45 mmol), 1 N lithium hydroxide (2.25 mL, 2.25 mmol) and THF (2.25 mL) for 2 h at room temperature. Dilute the reaction with water (10 mL) and extract with dichloromethane (10 mL). Acidify the aqueous with 5 N HCl, extract the aqueous with dichloromethane, dry (magnesium sulfate) and concentrate to give the title compound (119 mg, 82%).